Dataset: the Open Reaction Database (ORD), a public repository of structured organic reaction records. Task: describe an organic reaction: reactants, conditions, products, and yield The reactants are CC(C(=O)O)CCCCCCC.C(CCCCCCCC)(=O)OC (methyl pelargonate (methyl nonanoate)), C(CCCCCCCC)(=O)O (pelargonic acid). Yields the product C(CCCCCCCC)(=O)OC (methyl pelargonate). Reaction SMILES: CC(CCCCCCC)C(O)=O.[C:13]([O:23][CH3:24])(=[O:22])[CH2:14][CH2:15][CH2:16][CH2:17][CH2:18][CH2:19][CH2:20][CH3:21].C(O)(=O)CCCCCCCC>>[C:13]([O:23][CH3:24])(=[O:22])[CH2:14][CH2:15][CH2:16][CH2:17][CH2:18][CH2:19][CH2:20][CH3:21] |f:0.1|. Reported procedure: The foregoing precursors may subsequently be hydrogenated to methyl pelargonate (methyl nonanoate) and pelargonic acid may then be obtained by acid-catalyzed hydrolysis of methyl pelargonate. Reactants: O=C1CCC(=O)N1Br, CC(C)(C)OC(=O)N1CCN(c2nccnc2Cl)CC1, ClC(Cl)Cl. Product: CC(C)(C)OC(=O)N1CCN(c2ncc(Br)nc2Cl)CC1. RXN SMILES: [Br:21][N:22]1[C:23](=[O:24])[CH2:25][CH2:26][C:27]1=[O:28].[Cl:1][c:2]1[c:3]([N:8]2[CH2:9][CH2:10][N:11]([C:14](=[O:15])[O:16][C:17]([CH3:18])([CH3:19])[CH3:20])[CH2:12][CH2:13]2)[n:4][cH:5][cH:6][n:7]1.[Cl:29][CH:30]([Cl:31])[Cl:32]>>[Cl:1][c:2]1[c:3]([N:8]2[CH2:9][CH2:10][N:11]([C:14](=[O:15])[O:16][C:17]([CH3:18])([CH3:19])[CH3:20])[CH2:12][CH2:13]2)[n:4][cH:5][c:6]([Br:21])[n:7]1. Reactants: C(C1=CC=CC=C1)N(C(CC(=O)NCCC(C)(C)C)C1CCCCC1)C(C)C1=CC=CC=C1 (3-[benzyl-(1-phenyl-ethyl)-amino]-3-cyclohexyl-N-(3,3-dimethyl-butyl)-propionamide), CO (methanol), [H][H] (hydrogen). The reagents and catalysts are [Pd] (Pd/C). Solvent: C(C)(=O)OCC (ethyl acetate), C(C)O (ethanol). Conditions: time 3 hour. The product is NC(CC(=O)NCCC(C)(C)C)C1CCCCC1 (3-Amino-3-cyclohexyl-N-(3,3-dimethyl-butyl)-propionamide). RXN SMILES: C([N:8](C(C1C=CC=CC=1)C)[CH:9]([CH:20]1[CH2:25][CH2:24][CH2:23][CH2:22][CH2:21]1)[CH2:10][C:11]([NH:13][CH2:14][CH2:15][C:16]([CH3:19])([CH3:18])[CH3:17])=[O:12])C1C=CC=CC=1.CO.[H][H]>C(OCC)(=O)C.C(O)C.[Pd]>[NH2:8][CH:9]([CH:20]1[CH2:21][CH2:22][CH2:23][CH2:24][CH2:25]1)[CH2:10][C:11]([NH:13][CH2:14][CH2:15][C:16]([CH3:19])([CH3:18])[CH3:17])=[O:12]. Reported procedure: In a Parr bottle 10% Pd/C (0.8 g) was cooled to −78° C., followed by addition of a solution of 3-[benzyl-(1-phenyl-ethyl)-amino]-3-cyclohexyl-N-(3,3-dimethyl-butyl)-propionamide (0.8 g, 1.78 mmol) in ethyl acetate (10 mL), ethanol (100 mL), and methanol (20 mL). The resulting mixture was subjected to hydrogen atmosphere and shaken for 3 h. The hydrogen was purged with nitrogen, the reaction mixture was filtered (glass fiber filter paper) and the solvent was evaporated under reduced pressure to y...